Dataset: the Open Reaction Database (ORD), a public repository of structured organic reaction records. Task: describe an organic reaction: reactants, conditions, products, and yield Reactants: COC(=O)Cl, CCN(C(C)C)C(C)C, ClCCl, COC(=O)C1CCNC(Cc2c(F)cccc2F)C1. Yields the product COC(=O)C1CCN(C(=O)OC)C(Cc2c(F)cccc2F)C1. RXN SMILES: [C:29]([O:30][CH3:31])(=[O:32])[Cl:33].[CH:20]([N:21]([CH2:22][CH3:23])[CH:24]([CH3:25])[CH3:26])([CH3:27])[CH3:28].[Cl:34][CH2:35][Cl:36].[F:1][c:2]1[c:3]([CH2:4][CH:5]2[NH:6][CH2:7][CH2:8][CH:9]([C:11](=[O:12])[O:13][CH3:14])[CH2:10]2)[c:15]([F:19])[cH:16][cH:17][cH:18]1>>[F:1][c:2]1[c:3]([CH2:4][CH:5]2[N:6]([C:29]([O:30][CH3:31])=[O:32])[CH2:7][CH2:8][CH:9]([C:11](=[O:12])[O:13][CH3:14])[CH2:10]2)[c:15]([F:19])[cH:16][cH:17][cH:18]1. Reactants: C(C1=CC=CC=C1)(=O)OC1[C@H](OC(C2=CC=CC=C2)=O)[C@H](OC(C2=CC=CC=C2)=O)[C@@H](OC(C2=CC=CC=C2)=O)[C@@H](O1)C (1,2,3,4-tetra-O-benzoyl-L-rhamnopyranose). The solvent is CO.C1CCOC1 (MeOH THF). Reaction conditions: temperature 0 celsius, time 1 hour. The product is C(C1=CC=CC=C1)(=O)O[C@H]1C(O)O[C@H]([C@@H]([C@H]1OC(C1=CC=CC=C1)=O)OC(C1=CC=CC=C1)=O)C (2,3,4-tri-O-benzoyl-L-rhamnopyranose). Isolated yield 87.0%. Reaction SMILES: C([O:9][CH:10]1[O:42][C@@H:41]([CH3:43])[C@H:31]([O:32][C:33](=[O:40])[C:34]2[CH:39]=[CH:38][CH:37]=[CH:36][CH:35]=2)[C@@H:21]([O:22][C:23](=[O:30])[C:24]2[CH:29]=[CH:28][CH:27]=[CH:26][CH:25]=2)[C@H:11]1[O:12][C:13](=[O:20])[C:14]1[CH:19]=[CH:18][CH:17]=[CH:16][CH:15]=1)(=O)C1C=CC=CC=1>CO.C1COCC1>[C:13]([O:12][C@@H:11]1[C@H:21]([O:22][C:23](=[O:30])[C:24]2[CH:29]=[CH:28][CH:27]=[CH:26][CH:25]=2)[C@@H:31]([O:32][C:33](=[O:40])[C:34]2[CH:35]=[CH:36][CH:37]=[CH:38][CH:39]=2)[C@H:41]([CH3:43])[O:42][CH:10]1[OH:9])(=[O:20])[C:14]1[CH:19]=[CH:18][CH:17]=[CH:16][CH:15]=1 |f:1.2|. Reported procedure: The compound (V) (22.4 g, 38.6 mmol) is dissolved in MeOH:THF (3:7, 400 ml), and then NH3 gas is bubbled for 15 minutes at 0° C. and stirred at 0° C. for 1 hour. The reaction process is identified by thin layer chromatography while repeating the above process. The solvent is vacuum concentrated, and then the compound (VI) (16 g, 87%, α:β=14:1) is isolated using flash column chromatography (toluene/EtOAc, 10:1, v/v). Starting materials: CN(C)C(=O)c1ccc(S(=O)(=O)c2ccc(NC(=O)C(C)(O)C(F)(F)F)c(Cl)c2F)cc1, O=C(O)c1ccc(S)cc1. Yields the product CN(C)C(=O)c1ccc(S(=O)(=O)c2ccc(NC(=O)C(C)(O)C(F)(F)F)c(Cl)c2Sc2ccc(C(=O)O)cc2)cc1. As a reaction SMILES: [Cl:1][c:2]1[c:3]([NH:23][C:24]([C:25]([C:26]([F:27])([F:28])[F:29])([CH3:30])[OH:31])=[O:32])[cH:4][cH:5][c:6]([S:9](=[O:10])(=[O:11])[c:12]2[cH:13][cH:14][c:15]([C:18]([N:19]([CH3:20])[CH3:21])=[O:22])[cH:16][cH:17]2)[c:7]1[F:8].[SH:33][c:34]1[cH:35][cH:36][c:37]([C:38](=[O:39])[OH:40])[cH:41][cH:42]1>>[Cl:1][c:2]1[c:3]([NH:23][C:24]([C:25]([C:26]([F:27])([F:28])[F:29])([CH3:30])[OH:31])=[O:32])[cH:4][cH:5][c:6]([S:9](=[O:10])(=[O:11])[c:12]2[cH:13][cH:14][c:15]([C:18]([N:19]([CH3:20])[CH3:21])=[O:22])[cH:16][cH:17]2)[c:7]1[S:33][c:34]1[cH:35][cH:36][c:37]([C:38](=[O:39])[OH:40])[cH:41][cH:42]1. Starting materials: FC(F)(F)c1ccc(CBr)cc1, CC(C)c1ccc(S(=O)(=O)NC(=O)Cc2ccc3c(c2)OCO3)cc1, C1CCOC1, C[Si](C)(C)[N-][Si](C)(C)C, CS(C)=O, [Li+]. Yields the product CC(C)c1ccc(S(=O)(=O)NC(=O)C(Cc2ccc(C(F)(F)F)cc2)c2ccc3c(c2)OCO3)cc1. As a reaction SMILES: [Br:40][CH2:41][c:42]1[cH:43][cH:44][c:45]([C:48]([F:49])([F:50])[F:51])[cH:46][cH:47]1.[CH2:1]1[O:2][c:3]2[cH:4][c:5]([CH2:10][C:11](=[O:12])[NH:13][S:14](=[O:15])(=[O:16])[c:17]3[cH:18][cH:19][c:20]([CH:23]([CH3:24])[CH3:25])[cH:21][cH:22]3)[cH:6][cH:7][c:8]2[O:9]1.[CH2:52]1[O:53][CH2:54][CH2:55][CH2:56]1.[CH3:26][Si:27]([N-:28][Si:29]([CH3:30])([CH3:31])[CH3:32])([CH3:33])[CH3:34].[CH3:36][S:37]([CH3:38])=[O:39].[Li+:35]>>[CH2:1]1[O:2][c:3]2[cH:4][c:5]([CH:10]([C:11](=[O:12])[NH:13][S:14](=[O:15])(=[O:16])[c:17]3[cH:18][cH:19][c:20]([CH:23]([CH3:24])[CH3:25])[cH:21][cH:22]3)[CH2:41][c:42]3[cH:43][cH:44][c:45]([C:48]([F:49])([F:50])[F:51])[cH:46][cH:47]3)[cH:6][cH:7][c:8]2[O:9]1. Reactants: NCCCNN1C(=NC=2C(=NC=3C=CC=CC3C21)N)COCC (N1-(3-aminopropyl)-2-ethoxymethyl-1H-imidazo[4,5-c]quinoline-1,4-diamine), C(Cl)(Cl)Cl (CHCl3), CO (MeOH), C1(=CC=CC=C1)N=C=O (phenyl isocyanate). Solvent: C(Cl)Cl (CH2Cl2). Conditions: time 16 hour. Product: NC1=NC=2C=CC=CC2C2=C1N=C(N2NCCCNC(=O)NC2=CC=CC=C2)COCC (1-{3-[(4-amino-2-ethoxymethyl-1H-imidazo[4,5-c]quinolin-1-yl)amino]propyl}-3-phenylurea). Yield: 33.4%. RXN SMILES: [NH2:1][CH2:2][CH2:3][CH2:4][NH:5][N:6]1[C:18]2[C:17]3[CH:16]=[CH:15][CH:14]=[CH:13][C:12]=3[N:11]=[C:10]([NH2:19])[C:9]=2[N:8]=[C:7]1[CH2:20][O:21][CH2:22][CH3:23].[C:24]1([N:30]=[C:31]=[O:32])[CH:29]=[CH:28][CH:27]=[CH:26][CH:25]=1.C(Cl)(Cl)Cl.CO>C(Cl)Cl>[NH2:19][C:10]1[C:9]2[N:8]=[C:7]([CH2:20][O:21][CH2:22][CH3:23])[N:6]([NH:5][CH2:4][CH2:3][CH2:2][NH:1][C:31]([NH:30][C:24]3[CH:29]=[CH:28][CH:27]=[CH:26][CH:25]=3)=[O:32])[C:18]=2[C:17]2[CH:16]=[CH:15][CH:14]=[CH:13][C:12]=2[N:11]=1. Procedure details: A solution of N1-(3-aminopropyl)-2-ethoxymethyl-1H-imidazo[4,5-c]quinoline-1,4-diamine (0.250 g, 0.795 mmol) in 10 mL of CH2Cl2 was cooled to 0° C. under an atmosphere of nitrogen. The reaction mixture was treated dropwise with phenyl isocyanate (0.091 mL, 0.835 mmol). After 16 h, the reaction mixture was quenched by 10% Na2CO3 solution, diluted with CHCl3 and the phases were separated. The organic portion was washed with brine, dried over Na2SO4, filtered and concentrated under reduced pressure...